Task: describe an organic reaction: reactants, conditions, products, and yield. Dataset: the Open Reaction Database (ORD), a public repository of structured organic reaction records Reactants: O=C([O-])[O-], Clc1ncccc1-c1cnn(Cc2ccccc2)c1, CCOC(C)=O, CS(C)=O, [Cs+], [Cs+], O=C(O)C(F)(F)F, O, Cc1ccc(C(=O)Nc2cccc(C(C)C)c2)cc1O. The product is Cc1ccc(C(=O)Nc2cccc(C(C)C)c2)cc1Oc1ncccc1-c1cnn(Cc2ccccc2)c1. As a reaction SMILES: [C:21](=[O:22])([O-:23])[O-:24].[CH2:27]([c:28]1[cH:29][cH:30][cH:31][cH:32][cH:33]1)[n:34]1[n:35][cH:36][c:37](-[c:39]2[c:40]([Cl:45])[n:41][cH:42][cH:43][cH:44]2)[cH:38]1.[CH3:53][CH2:54][O:55][C:56]([CH3:57])=[O:58].[CH3:60][S:61]([CH3:62])=[O:63].[Cs+:25].[Cs+:26].[F:46][C:47]([F:48])([F:49])[C:50]([OH:51])=[O:52].[OH2:59].[OH:1][c:2]1[cH:3][c:4]([C:5](=[O:6])[NH:7][c:8]2[cH:9][c:10]([CH:14]([CH3:15])[CH3:16])[cH:11][cH:12][cH:13]2)[cH:17][cH:18][c:19]1[CH3:20]>>[O:1]([c:2]1[cH:3][c:4]([C:5](=[O:6])[NH:7][c:8]2[cH:9][c:10]([CH:14]([CH3:15])[CH3:16])[cH:11][cH:12][cH:13]2)[cH:17][cH:18][c:19]1[CH3:20])[c:40]1[c:39](-[c:37]2[cH:36][n:35][n:34]([CH2:27][c:28]3[cH:29][cH:30][cH:31][cH:32][cH:33]3)[cH:38]2)[cH:44][cH:43][cH:42][n:41]1. Reactants: CCC(CC)CNNC(=O)C(CC(C)C)C(CC=Cc1ccccc1)C(=O)NOCc1ccccc1, O=C(O)Cn1cncn1. The product is CCC(CC)CN(NC(=O)C(CC(C)C)C(CC=Cc1ccccc1)C(=O)NOCc1ccccc1)C(=O)Cn1cncn1. As a reaction SMILES: [CH2:1]([c:2]1[cH:3][cH:4][cH:5][cH:6][cH:7]1)[O:8][NH:9][C:10](=[O:11])[CH:12]([CH2:13][CH:14]=[CH:15][c:16]1[cH:17][cH:18][cH:19][cH:20][cH:21]1)[CH:22]([C:23](=[O:24])[NH:25][NH:26][CH2:27][CH:28]([CH2:29][CH3:30])[CH2:31][CH3:32])[CH2:33][CH:34]([CH3:35])[CH3:36].[n:37]1([CH2:42][C:43](=[O:44])[OH:45])[n:38][cH:39][n:40][cH:41]1>>[CH2:1]([c:2]1[cH:3][cH:4][cH:5][cH:6][cH:7]1)[O:8][NH:9][C:10](=[O:11])[CH:12]([CH2:13][CH:14]=[CH:15][c:16]1[cH:17][cH:18][cH:19][cH:20][cH:21]1)[CH:22]([C:23](=[O:24])[NH:25][N:26]([CH2:27][CH:28]([CH2:29][CH3:30])[CH2:31][CH3:32])[C:43]([CH2:42][n:37]1[n:38][cH:39][n:40][cH:41]1)=[O:44])[CH2:33][CH:34]([CH3:35])[CH3:36]. Starting materials: O=C(Cl)C1CC1, Nc1cc(Cn2c(=O)oc(=O)c3ccccc32)ccn1, c1ccncc1. Yields the product O=C(Nc1cc(Cn2c(=O)oc(=O)c3ccccc32)ccn1)C1CC1. RXN SMILES: [CH:21]1([C:24](=[O:25])[Cl:26])[CH2:22][CH2:23]1.[NH2:1][c:2]1[n:3][cH:4][cH:5][c:6]([CH2:8][n:9]2[c:10](=[O:20])[o:11][c:12](=[O:19])[c:13]3[c:14]2[cH:15][cH:16][cH:17][cH:18]3)[cH:7]1.[cH:27]1[cH:28][cH:29][n:30][cH:31][cH:32]1>>[NH:1]([c:2]1[n:3][cH:4][cH:5][c:6]([CH2:8][n:9]2[c:10](=[O:20])[o:11][c:12](=[O:19])[c:13]3[c:14]2[cH:15][cH:16][cH:17][cH:18]3)[cH:7]1)[C:24]([CH:21]1[CH2:22][CH2:23]1)=[O:25]. RXN SMILES: Cl.CO[C:4](=O)[C@@H:5]([CH2:11][OH:12])[NH:6][CH2:7][CH:8]([CH3:10])[CH3:9].O=S(Cl)Cl.[CH3:18][C:19]1[CH:24]=[C:23]([N+:25]([O-:27])=[O:26])[CH:22]=[CH:21][C:20]=1[N:28]=[C:29]=[S:30]>>[CH2:7]([N:6]1[C:5](=[CH2:4])[C:11](=[O:12])[S:30][C:29]1=[N:28][C:20]1[CH:21]=[CH:22][C:23]([N+:25]([O-:27])=[O:26])=[CH:24][C:19]=1[CH3:18])[CH:8]([CH3:10])[CH3:9] |f:0.1|. Yields the product C(C(C)C)N1C(SC(C1=C)=O)=NC1=C(C=C(C=C1)[N+](=O)[O-])C (3-isobutyl-4-methylene-2-(2-methyl-4-nitrophenylimino)-1,3-thiazolidin-5-one). The yield is 10.0%. Reactants: Cl.COC([C@H](NCC(C)C)CO)=O ((R)-N-Isobutylserine methyl ester HCl salt), O=S(Cl)Cl (SOCl2), CC1=C(C=CC(=C1)[N+](=O)[O-])N=C=S (2-methyl-4-nitrophenyl isothiocyanate). Procedure: (R)-N-Isobutylserine methyl ester HCl salt (Method B3a; 2.28 g, 10.8 mmol) was treated with SOCl2 followed by 2-methyl-4-nitrophenyl isothiocyanate in a manner analogous to Method C2a. The resulting material was purified by column chromatography (SiO2, gradient from hexane to 10% EtOAc/hex) to give 3-isobutyl-4-methylene-2-(2-methyl-4-nitrophenylimino)-1,3-thiazolidin-5-one (0.028 g, 10%) followed by (S)-3-isobutyl-4-carbomethoxy-2-(2-methyl-4-nitrophenylimino)-1,3-thiazolidine HCl salt (0.192 g... The reactants are C(=O)(O)[O-].[Na+] (NaHCO3), C=1C=CC2=C(C1)N=NN2O (HOBt), CCN=C=NCCCN(C)C.Cl (EDC.HCl), C(C1=CC=CC=C1)OC(=O)N1C(CCCC1CC(OC)OC)C(=O)O (6-(2,2-Dimethoxy-ethyl)-piperidine-1,2-dicarboxylic acid 1-benzyl ester), C(C1=CC=CC=C1)OC(=O)N1C(CCCC1CC(OC)OC)C(=O)O (6-(2,2-Dimethoxy-ethyl)-piperidine-1,2-dicarboxylic acid 1-benzyl ester), C1(=CC=CC=C1)CCCCN (4-phenylbutyl amine). Solvent: C(Cl)Cl (CH2Cl2). Reaction conditions: time 12 hour. Yields the product C(C1=CC=CC=C1)OC(=O)N1C(CCCC1C(NCCCCC1=CC=CC=C1)=O)CC(OC)OC (2-(2,2-Dimethoxy-ethyl)-6-(4-phenyl-butylcarbamoyl)-piperidine-1-carboxylic Acid Benzyl Ester). Yield: 94.1%. Reaction SMILES: [CH2:1]([O:8][C:9]([N:11]1[CH:16]([CH2:17][CH:18]([O:21][CH3:22])[O:19][CH3:20])[CH2:15][CH2:14][CH2:13][CH:12]1[C:23](O)=[O:24])=[O:10])[C:2]1[CH:7]=[CH:6][CH:5]=[CH:4][CH:3]=1.[C:26]1([CH2:32][CH2:33][CH2:34][CH2:35][NH2:36])[CH:31]=[CH:30][CH:29]=[CH:28][CH:27]=1.C1C=CC2N(O)N=NC=2C=1.CCN=C=NCCCN(C)C.Cl.C([O-])(O)=O.[Na+]>C(Cl)Cl>[CH2:1]([O:8][C:9]([N:11]1[CH:12]([C:23](=[O:24])[NH:36][CH2:35][CH2:34][CH2:33][CH2:32][C:26]2[CH:31]=[CH:30][CH:29]=[CH:28][CH:27]=2)[CH2:13][CH2:14][CH2:15][CH:16]1[CH2:17][CH:18]([O:21][CH3:22])[O:19][CH3:20])=[O:10])[C:2]1[CH:7]=[CH:6][CH:5]=[CH:4][CH:3]=1 |f:3.4,5.6|. Procedure details: 6-(2,2-Dimethoxy-ethyl)-piperidine-1,2-dicarboxylic acid 1-benzyl ester (Compound 238, 1 g, 2.85 mmol) and 4-phenylbutyl amine (0.51 g, 3.42 mmol) were dissolved in CH2Cl2 (60 mL). HOBt (0.462 g, 3.42 mmol) was added followed by EDC.HCl (0.655 g, 3.42 mmol). The reaction was stirred at room temperature for 12 hours. Saturated NaHCO3 (25 mL) was added and the reaction was extracted with CHCl3 (2×50 mL). The combined organic layers were dried over Na2SO4, and then concentrated. Flash chromatograph...